Dataset: the Open Reaction Database (ORD), a public repository of structured organic reaction records. Task: describe an organic reaction: reactants, conditions, products, and yield Reactants: C(CN(CC(=O)O)CC(=O)O)N(CC(=O)O)CC(=O)O (Ethylenediaminetetracetic acid), O=C(C(=O)O)CCC(=O)O (α-ketoglutaric acid), [OH-].[Na+] (NaOH). Solvent: O (water), O (water). Yields the product O=C(C(=O)O)CCC(=O)O.C(CN(CC(=O)O)CC(=O)O)N(CC(=O)O)CC(=O)O (α-Ketoglutaric Acid EDTA). As a reaction SMILES: [CH2:1]([N:12]([CH2:17][C:18]([OH:20])=[O:19])[CH2:13][C:14]([OH:16])=[O:15])[CH2:2][N:3]([CH2:8][C:9]([OH:11])=[O:10])[CH2:4][C:5]([OH:7])=[O:6].[O:21]=[C:22]([CH2:26][CH2:27][C:28]([OH:30])=[O:29])[C:23]([OH:25])=[O:24].[OH-].[Na+]>O>[O:21]=[C:22]([CH2:26][CH2:27][C:28]([OH:30])=[O:29])[C:23]([OH:25])=[O:24].[CH2:2]([N:3]([CH2:8][C:9]([OH:11])=[O:10])[CH2:4][C:5]([OH:7])=[O:6])[CH2:1][N:12]([CH2:17][C:18]([OH:20])=[O:19])[CH2:13][C:14]([OH:16])=[O:15] |f:2.3,5.6|. Procedure: Ethylenediaminetetracetic acid (EDTA) (0.4 g) and α-ketoglutaric acid (1.6 g) are dissolved in 80 ml of deionized water, the pH adjusted to 7.5 at 25° C. with 50 percent NaOH solution, and the mixture diluted to 100 ml with deionized water (store frozen). Starting materials: O=C([O-])[O-], Nn1ccc2ccc(C(F)(F)F)cc21, Cc1nc(-c2cccc(F)c2)ncc1C(=O)O, [Na+], [Na+], CN(C)C=O. Yields the product Cc1nc(-c2cccc(F)c2)ncc1C(=O)Nn1ccc2ccc(C(F)(F)F)cc21. RXN SMILES: [C:37](=[O:38])([O-:39])[O-:40].[F:18][C:19]([c:20]1[cH:21][cH:22][c:23]2[cH:24][cH:25][n:26]([NH2:29])[c:27]2[cH:28]1)([F:30])[F:31].[F:1][c:2]1[cH:3][c:4](-[c:8]2[n:9][cH:10][c:11]([C:15](=[O:16])[OH:17])[c:12]([CH3:14])[n:13]2)[cH:5][cH:6][cH:7]1.[Na+:41].[Na+:42].[O:32]=[CH:33][N:34]([CH3:35])[CH3:36]>>[F:1][c:2]1[cH:3][c:4](-[c:8]2[n:9][cH:10][c:11]([C:15](=[O:17])[NH:29][n:26]3[cH:25][cH:24][c:23]4[cH:22][cH:21][c:20]([C:19]([F:18])([F:30])[F:31])[cH:28][c:27]43)[c:12]([CH3:14])[n:13]2)[cH:5][cH:6][cH:7]1. Reactants: N1C(CNCC1)=O (2-piperazinone), C1(=CC=CC=C1)S(=O)(=O)Cl (benzenesulfonyl chloride), ClCCl (dichloromethane), O1CCOCC1 (dioxane). Solvent: N1=CC=CC=C1 (pyridine). Reaction conditions: time 16 hour. The product is C1(=CC=CC=C1)S(=O)(=O)N1CC(NCC1)=O (4-(phenylsulfonyl)-2-piperazinone). As a reaction SMILES: [NH:1]1[CH2:6][CH2:5][NH:4][CH2:3][C:2]1=[O:7].ClCCl.O1CCOCC1.[C:17]1([S:23](Cl)(=[O:25])=[O:24])[CH:22]=[CH:21][CH:20]=[CH:19][CH:18]=1>N1C=CC=CC=1>[C:17]1([S:23]([N:4]2[CH2:5][CH2:6][NH:1][C:2](=[O:7])[CH2:3]2)(=[O:25])=[O:24])[CH:22]=[CH:21][CH:20]=[CH:19][CH:18]=1. Reported procedure: 2-piperazinone was suspended in a mixed solvent of dichloromethane and dioxane and then pyridine and benzenesulfonyl chloride were added thereto. After stirring at room temperature for 16 hours, the solvent was removed by evaporation and the resulting solid was suspended in 1N hydrochloric acid, filtered, and washed with diisopropyl ether to obtain 4-(phenylsulfonyl)-2-piperazinone. Yields the product C1(CCCCC1)NCCOC1=CC2=CC=CC=C2C=C1 (N-cyclohexyl-[2-(naphthalen-2-yloxy)-ethyl]amine). The reactants are C([O-])([O-])=O.[K+].[K+] (potassium carbonate), C1(CCCCC1)N (cyclohexylamine), C1=C(C=CC2=CC=CC=C12)OCCCl (2-(2-naphthyloxy)-1-chloro ethane). Solvent: CS(=O)C (DMSO), O (water). Reaction SMILES: C(=O)([O-])[O-].[K+].[K+].[CH:7]1([NH2:13])[CH2:12][CH2:11][CH2:10][CH2:9][CH2:8]1.[CH:14]1[C:23]2[C:18](=[CH:19][CH:20]=[CH:21][CH:22]=2)[CH:17]=[CH:16][C:15]=1[O:24][CH2:25][CH2:26]Cl>CS(C)=O.O>[CH:7]1([NH:13][CH2:26][CH2:25][O:24][C:15]2[CH:16]=[CH:17][C:18]3[C:23](=[CH:22][CH:21]=[CH:20][CH:19]=3)[CH:14]=2)[CH2:12][CH2:11][CH2:10][CH2:9][CH2:8]1 |f:0.1.2|. Procedure: A mixture of anhydrous potassium carbonate (10 gm, in excess) and cyclohexylamine (0.32 ml, 0.003 mole) was taken in dry DMSO (40 ml). Now 2-(2-naphthyloxy)-1-chloro ethane (0.5 gm, 0.002 mole) was added in it. Reaction mixture was refluxed at 140° C. for 7 hrs and the reaction was completed as checked by TLC. Reaction mixture was poured in distilled water (60 ml) and extracted with ethyl acetate thrice. The organic layer was separated and concentrated to get oily compound which was later crysta... Conditions: temperature 140 celsius. Reactants: CI (Methyliodide), ClC=1C=C2C=CN3C(C2=CC1)=NC(=C3CN(C)C)C (8-chloro-3-dimethylaminomethyl-2-methylimidazo[2,1-a]isoquinoline). Run in C(C)O (ethanol). Run at time 14 hour. Yields the product [I-].ClC=1C=C2C=CN3C(C2=CC1)=NC(=C3C[N+](C)(C)C)C (8-chloro-2-methyl-3-trimethylammoniomethylimidazo[2,1-a]isoquinoline iodide). Yield: 84.2%. RXN SMILES: [CH3:1][I:2].[Cl:3][C:4]1[CH:5]=[C:6]2[C:11](=[CH:12][CH:13]=1)[C:10]1=[N:14][C:15]([CH3:21])=[C:16]([CH2:17][N:18]([CH3:20])[CH3:19])[N:9]1[CH:8]=[CH:7]2>C(O)C>[I-:2].[Cl:3][C:4]1[CH:5]=[C:6]2[C:11](=[CH:12][CH:13]=1)[C:10]1=[N:14][C:15]([CH3:21])=[C:16]([CH2:17][N+:18]([CH3:1])([CH3:20])[CH3:19])[N:9]1[CH:8]=[CH:7]2 |f:3.4|. Procedure: Methyliodide (1.7 g) was added dropwise to a solution of 8-chloro-3-dimethylaminomethyl-2-methylimidazo[2,1-a]isoquinoline (2.8 g) in ethanol (34 ml) at room temperature and the mixture was stirred for 14 hours. The resulting precipitate was collected by filtration, washed with ethanol and dried in a desiccator to give 8-chloro-2-methyl-3-trimethylammoniomethylimidazo[2,1-a]isoquinoline iodide (3.58 g).